This data is from the Open Reaction Database (ORD), a public repository of structured organic reaction records. The task is: describe an organic reaction: reactants, conditions, products, and yield Reactants: nitro, FC1=C(OC2=C3C(=NC=C2)C=C(S3)C=3N(C=CN3)C)C=CC(=C1)[N+](=O)[O-] (7-(2-Fluoro-4-nitrophenoxy)-2-(1-methyl-1H-imidazol-2-yl)thieno[3,2-b]pyridine), NiCl2.6H2O, [BH4-].[Na+] (NaBH4). Run in CO.C1CCOC1 (MeOH THF). Run at temperature 0 celsius, time 30 minute. The product is FC=1C=C(C=CC1OC1=C2C(=NC=C1)C=C(S2)C=2N(C=CN2)C)N (3-Fluoro-4-(2-(1-methyl-1H-imidazol-2-yl)thieno[3,2-b]pyridin-7-yloxy)benzenamine). The yield is 53.0%. As a reaction SMILES: [F:1][C:2]1[CH:23]=[C:22]([N+:24]([O-])=O)[CH:21]=[CH:20][C:3]=1[O:4][C:5]1[CH:10]=[CH:9][N:8]=[C:7]2[CH:11]=[C:12]([C:14]3[N:15]([CH3:19])[CH:16]=[CH:17][N:18]=3)[S:13][C:6]=12.[BH4-].[Na+]>CO.C1COCC1>[F:1][C:2]1[CH:23]=[C:22]([NH2:24])[CH:21]=[CH:20][C:3]=1[O:4][C:5]1[CH:10]=[CH:9][N:8]=[C:7]2[CH:11]=[C:12]([C:14]3[N:15]([CH3:19])[CH:16]=[CH:17][N:18]=3)[S:13][C:6]=12 |f:1.2,3.4|. Procedure details: To a solution of the nitro compound 8 (1.50 g, 4.05 mmol) and NiCl2.6H2O (2.02 g, 8.52 mmol) in MeOH/THF (45 mL/68 mL) at 0° C. was added NaBH4 (0.618 g, 16.3 mmol) portion wise with vigorous stirring. The reaction mixture was stirred for 30 minutes at 0° C. and concentrated under reduced pressure. The resultant black residue was suspended in 1M HCl (10 mL) and the mixture was basified (pH˜11) with cone. NH4OH. The cloudy suspension was filtered; the solid residue was separated, washed with wate... The reactants are O=C=NC(=O)c1ccccc1, NC1CCCc2ccccc21. Yields the product O=C(NC(=O)c1ccccc1)NC1CCCc2ccccc21. As a reaction SMILES: [C:12]([c:13]1[cH:14][cH:15][cH:16][cH:17][cH:18]1)(=[O:19])[N:20]=[C:21]=[O:22].[CH:1]1([NH2:11])[CH2:2][CH2:3][CH2:4][c:5]2[cH:6][cH:7][cH:8][cH:9][c:10]21>>[CH:1]1([NH:11][C:21]([NH:20][C:12]([c:13]2[cH:14][cH:15][cH:16][cH:17][cH:18]2)=[O:19])=[O:22])[CH2:2][CH2:3][CH2:4][c:5]2[cH:6][cH:7][cH:8][cH:9][c:10]21. Reactants: C1CCOC1, CO, COC(=O)c1ccc(F)c(-c2c(F)cc(OC)cc2F)n1, [Li+], [OH-]. The product is COc1cc(F)c(-c2nc(C(=O)O)ccc2F)c(F)c1. Reaction SMILES: [CH2:24]1[O:25][CH2:26][CH2:27][CH2:28]1.[CH3:29][OH:30].[F:1][c:2]1[c:3](-[c:11]2[c:12]([F:21])[cH:13][cH:14][c:15]([C:17](=[O:18])[O:19][CH3:20])[n:16]2)[c:4]([F:10])[cH:5][c:6]([O:8][CH3:9])[cH:7]1.[Li+:23].[OH-:22]>>[F:1][c:2]1[c:3](-[c:11]2[c:12]([F:21])[cH:13][cH:14][c:15]([C:17](=[O:18])[OH:19])[n:16]2)[c:4]([F:10])[cH:5][c:6]([O:8][CH3:9])[cH:7]1. The reactants are Cl (HCl), COC(=O)C=1N=C(C2=CC(=CC=C2C1O)OC1=CC=CC=C1)C#N (1-cyano-4-hydroxy-7-phenoxy-isoquinoline-3-carboxylic acid methyl ester), C(C)(C)(C)OC(=O)N1CCC(CC1)(CC(=O)O)N (4-amino-4-carboxymethyl-piperidine-1-carboxylic acid tert-butyl ester), C[O-].[Na+] (NaOMe). The solvent is CC(=O)N(C)C (dimethylacetamide), O (water). Run at temperature 150 celsius. Product: C(C)(C)(C)OC(=O)N1CCC(CC1)(NC(=O)C=1N=C(C2=CC(=CC=C2C1O)OC1=CC=CC=C1)C#N)CC(=O)O (4-Carboxymethyl-4-[(1-cyano-4-hydroxy-7-phenoxy-isoquinoline-3-carbonyl)-amino]-piperidine-1-carboxylic acid tert-butyl ester). The yield is 51.6%. Reaction SMILES: CO[C:3]([C:5]1[N:6]=[C:7]([C:23]#[N:24])[C:8]2[C:13]([C:14]=1[OH:15])=[CH:12][CH:11]=[C:10]([O:16][C:17]1[CH:22]=[CH:21][CH:20]=[CH:19][CH:18]=1)[CH:9]=2)=[O:4].[C:25]([O:29][C:30]([N:32]1[CH2:37][CH2:36][C:35]([NH2:42])([CH2:38][C:39]([OH:41])=[O:40])[CH2:34][CH2:33]1)=[O:31])([CH3:28])([CH3:27])[CH3:26].C[O-].[Na+].Cl>O.CC(N(C)C)=O>[C:25]([O:29][C:30]([N:32]1[CH2:33][CH2:34][C:35]([CH2:38][C:39]([OH:41])=[O:40])([NH:42][C:3]([C:5]2[N:6]=[C:7]([C:23]#[N:24])[C:8]3[C:13]([C:14]=2[OH:15])=[CH:12][CH:11]=[C:10]([O:16][C:17]2[CH:18]=[CH:19][CH:20]=[CH:21][CH:22]=2)[CH:9]=3)=[O:4])[CH2:36][CH2:37]1)=[O:31])([CH3:28])([CH3:26])[CH3:27] |f:2.3|. Reported procedure: A 20-mL scintillation vial was charged with 1-cyano-4-hydroxy-7-phenoxy-isoquinoline-3-carboxylic acid methyl ester (100 mg, 0.31 mmol), 4-amino-4-carboxymethyl-piperidine-1-carboxylic acid tert-butyl ester (322 mg, 1.25 mmol), NaOMe (59 mg, 1.09 mmol) and dimethylacetamide (3 mL). It was close-capped and heated in a 150° C. oil bath for 4 h. Reaction mixture was diluted with water (70 mL) and acidified by 1 N HCl to pH=4-5. Precipitate was collected, rinsed with water and dried. Crude product w...